Dataset: the Open Reaction Database (ORD), a public repository of structured organic reaction records. Task: describe an organic reaction: reactants, conditions, products, and yield Starting materials: [H-].[Na+] (sodium hydride), C(C)S (ethanethiol), BrC1=C(C(=CC=2C(=CCC(C12)(C)C)C(C)(C)C)C(C)=O)OC (1-(4-bromo-8-tert-butyl-3-methoxy-5,5-dimethyl-5,6-dihydro-naphthalen-2-yl)-ethanone). Run in CN(C=O)C (N,N-dimethylformamide). Product: BrC1=C(C(=CC=2C(=CCC(C12)(C)C)C(C)(C)C)C(C)=O)O (1-(4-Bromo-8-tert-butyl-3-hydroxy-5,5-dimethyl-5,6-dihydro-naphthalen-2-yl)-ethanone). RXN SMILES: [H-].[Na+].C(S)C.[Br:6][C:7]1[C:16]2[C:15]([CH3:18])([CH3:17])[CH2:14][CH:13]=[C:12]([C:19]([CH3:22])([CH3:21])[CH3:20])[C:11]=2[CH:10]=[C:9]([C:23](=[O:25])[CH3:24])[C:8]=1[O:26]C>CN(C)C=O>[Br:6][C:7]1[C:16]2[C:15]([CH3:17])([CH3:18])[CH2:14][CH:13]=[C:12]([C:19]([CH3:21])([CH3:20])[CH3:22])[C:11]=2[CH:10]=[C:9]([C:23](=[O:25])[CH3:24])[C:8]=1[OH:26] |f:0.1|. Procedure details: As described in General Procedure L-1, sodium hydride (211 mg, 5.28 mmol) and ethanethiol (0.39 mL, 5.28 mmol) was treated with a solution of 1-(4-bromo-8-tert-butyl-3-methoxy-5,5-dimethyl-5,6-dihydro-naphthalen-2-yl)-ethanone (Compound A-104, 536 mg, 1.47 mmol) in N,N-dimethylformamide to afford the title compound after purification by flash chromatography (silica gel, 5% ethyl acetate in hexane). Starting materials: Cl (hydrochloric acid), NC1=C2C(C(=CN(C2=C(C(=C1F)N1CC2(CC2)[C@@H](C1)NC(=O)OC(C)(C)C)C)C1CC1)C(=O)O)=O (5-amino-7-((S)-7-tert-butoxycarbonylamino-5-azaspiro[2.4]hept-5-yl)-1-cyclopropyl-6-fluoro-1,4-dihydro-8-methyl-4-oxoquinoline-3-carboxylic acid), Cl (hydrochloric acid), [OH-].[K+] (potassium hydroxide). The solvent is O (water). Reaction conditions: time 1.5 hour. Yields the product NC1=C2C(C(=CN(C2=C(C(=C1F)N1CC2(CC2)[C@@H](C1)N)C)C1CC1)C(=O)O)=O (5-Amino-7-((S)-7-amino-5-azaspiro[2.4]hept-5-yl)-1-cyclopropyl-6-fluoro-1,4-dihydro-8-methyl-4-oxoquinoline-3-carboxylic acid). The yield is 79.1%. Reaction SMILES: [NH2:1][C:2]1[C:11]([F:12])=[C:10]([N:13]2[CH2:19][C@@H:18]([NH:20]C(OC(C)(C)C)=O)[C:15]3([CH2:17][CH2:16]3)[CH2:14]2)[C:9]([CH3:28])=[C:8]2[C:3]=1[C:4](=[O:35])[C:5]([C:32]([OH:34])=[O:33])=[CH:6][N:7]2[CH:29]1[CH2:31][CH2:30]1.Cl.[OH-].[K+]>O>[NH2:1][C:2]1[C:11]([F:12])=[C:10]([N:13]2[CH2:19][C@@H:18]([NH2:20])[C:15]3([CH2:16][CH2:17]3)[CH2:14]2)[C:9]([CH3:28])=[C:8]2[C:3]=1[C:4](=[O:35])[C:5]([C:32]([OH:34])=[O:33])=[CH:6][N:7]2[CH:29]1[CH2:31][CH2:30]1 |f:2.3|. Procedure details: To 8.80 g of 5-amino-7-((S)-7-tert-butoxycarbonylamino-5-azaspiro[2.4]hept-5-yl)-1-cyclopropyl-6-fluoro-1,4-dihydro-8-methyl-4-oxoquinoline-3-carboxylic acid, 11 ml of hydrochloric acid was added and then stirred at room temperature for 1.5 hours. To the reaction mixture, a solution of 10.5 g of potassium hydroxide in 32 ml of water was added under ice cooling and resulting mixture was neutralized with 10% hydrochloric acid to pH 8. The deposited crystals were collected by filtration and washed ... The reactants are FC(C=1C=C(C(=O)Cl)C=C(C1)C(F)(F)F)(F)F (3,5-bis(trifluoromethyl)benzoyl chloride), Cl.C1(=CC=CC=C1)[C@@H]1CNCC[C@@H]1C1=CC(=CC=C1)C(F)(F)F (rac-cis-3-phenyl-4-(3-trifluoromethylphenyl)piperidine hydrochloride). Yields the product FC(C=1C=C(C=C(C1)C(F)(F)F)C(=O)N1C[C@H]([C@H](CC1)C1=CC(=CC=C1)C(F)(F)F)C1=CC=CC=C1)(F)F (Rac-cis-(3,5-Bis-trifluoromethyl-phenyl)-[3-phenyl-4-(3-trifluoromethyl-phenyl)-piperidin-1-yl]-methanone). As a reaction SMILES: [F:1][C:2]([F:17])([F:16])[C:3]1[CH:4]=[C:5]([CH:9]=[C:10]([C:12]([F:15])([F:14])[F:13])[CH:11]=1)[C:6](Cl)=[O:7].Cl.[C:19]1([C@H:25]2[C@@H:30]([C:31]3[CH:36]=[CH:35][CH:34]=[C:33]([C:37]([F:40])([F:39])[F:38])[CH:32]=3)[CH2:29][CH2:28][NH:27][CH2:26]2)[CH:24]=[CH:23][CH:22]=[CH:21][CH:20]=1>>[F:1][C:2]([F:17])([F:16])[C:3]1[CH:4]=[C:5]([C:6]([N:27]2[CH2:28][CH2:29][C@H:30]([C:31]3[CH:36]=[CH:35][CH:34]=[C:33]([C:37]([F:38])([F:39])[F:40])[CH:32]=3)[C@H:25]([C:19]3[CH:24]=[CH:23][CH:22]=[CH:21][CH:20]=3)[CH2:26]2)=[O:7])[CH:9]=[C:10]([C:12]([F:15])([F:14])[F:13])[CH:11]=1 |f:1.2|. Procedure: The title compound, MS: m/e=546.1 (M+H+), was prepared in accordance with the general method of example 1 from 3,5-bis(trifluoromethyl)benzoyl chloride and rac-cis-3-phenyl-4-(3-trifluoromethylphenyl)piperidine hydrochloride. Reactants: C([O-])([O-])=O.[K+].[K+] (potassium carbonate), Cl (hydrogen chloride), COC1=CC=C2C=CC=C(C2=C1)N1CCNCC1 ((7-methoxy-1-naphthyl)-piperazine), BrCCC1=C2C(C(=O)NC2=O)=CC=C1 ((2-bromoethyl)phthalimide), CC(=O)C (acetone). Run in CCOCC (ether). Run at time 24 hour. Product: Cl.COC1=CC=C2C=CC=C(C2=C1)N1CCN(CC1)CCN1C(C=2C(C1=O)=CC=CC2)=O (1-(7-Methoxy-1-naphthyl)-4-(2-phthalimidoethyl)-piperazine hydrochloride). The yield is 63.0%. Reaction SMILES: [CH3:1][O:2][C:3]1[CH:12]=[C:11]2[C:6]([CH:7]=[CH:8][CH:9]=[C:10]2[N:13]2[CH2:18][CH2:17][NH:16][CH2:15][CH2:14]2)=[CH:5][CH:4]=1.BrCC[C:22]1[CH:32]=[CH:31][CH:30]=[C:24]2[C:25]([NH:27][C:28](=[O:29])[C:23]=12)=[O:26].C(=O)([O-])[O-].[K+].[K+].[ClH:39].[CH3:40][C:41](C)=O>CCOCC>[ClH:39].[CH3:1][O:2][C:3]1[CH:12]=[C:11]2[C:6]([CH:7]=[CH:8][CH:9]=[C:10]2[N:13]2[CH2:14][CH2:15][N:16]([CH2:40][CH2:41][N:27]3[C:28](=[O:29])[C:23]4=[CH:22][CH:32]=[CH:31][CH:30]=[C:24]4[C:25]3=[O:26])[CH2:17][CH2:18]2)=[CH:5][CH:4]=1 |f:2.3.4,8.9|. Reported procedure: A mixture of 1.5 g of (7-methoxy-1-naphthyl)-piperazine and 1.5 g of (2-bromoethyl)phthalimide in 100 ml of acetone is brought to reflux in the presence of 1.6 g of potassium carbonate. The mixture is stirred for 24 hours. The mixture is cooled, it is concentrated. The oil obtained is ground in ether. The requisite quantity of ethereal hydrogen chloride is added to obtain the expected hydrochloride.